This data is from the Open Reaction Database (ORD), a public repository of structured organic reaction records. The task is: describe an organic reaction: reactants, conditions, products, and yield The reactants are ClC=1N=NC(=CC1C(=O)OCC)C1=CC=C(C=C1)C#N (3-chloro-6-(4-cyanophenyl)-4-(ethoxycarbonyl)-pyridazine). Solvent: O (water). The product is ClC=1N=NC(=CC1)C1=CC=C(C=C1)C#N (3-Chloro-6-(4-cyanophenyl)-pyridazine). Reaction SMILES: [Cl:1][C:2]1[N:3]=[N:4][C:5]([C:13]2[CH:18]=[CH:17][C:16]([C:19]#[N:20])=[CH:15][CH:14]=2)=[CH:6][C:7]=1C(OCC)=O>O>[Cl:1][C:2]1[N:3]=[N:4][C:5]([C:13]2[CH:18]=[CH:17][C:16]([C:19]#[N:20])=[CH:15][CH:14]=2)=[CH:6][CH:7]=1. Reported procedure: 3-chloro-6-(4-cyanophenyl)-4-(ethoxycarbonyl)-pyridazine After the reaction solution has been stirred into water the aqueous phase is extracted with ethyl acetate. The organic phase is dried, evaporated down and the residue is chromatographed. Rf value: 0.37 (silica gel; cyclohexane/ethyl acetate=2:1) The reactants are CN(S(=O)(=O)C=1C=C2CC(NC2=CC1)=O)C (2-Oxo-2,3-dihydro-1H-indole-5-sulfonic acid dimethylamide), N1(CCOCC1)CCOC=1C=C2C=C(NC2=CC1)C=O (5-(2-morpholin-4-yl-ethoxy)-1H-indole-2-carbaldehyde). Yields the product CN(S(=O)(=O)C=1C=C2C(C(NC2=CC1)=O)=CC=1NC2=CC=C(C=C2C1)OCCN1CCOCC1)C (3-[5-(2-Morpholin-4-yl-ethoxy)-1H-indol-2-ylmethylene]-2-oxo-2,3-dihydro-1H-indol-5-sulfonic acid dimethylamide). RXN SMILES: [CH3:1][N:2]([CH3:16])[S:3]([C:6]1[CH:7]=[C:8]2[C:12](=[CH:13][CH:14]=1)[NH:11][C:10](=[O:15])[CH2:9]2)(=[O:5])=[O:4].[N:17]1([CH2:23][CH2:24][O:25][C:26]2[CH:27]=[C:28]3[C:32](=[CH:33][CH:34]=2)[NH:31][C:30]([CH:35]=O)=[CH:29]3)[CH2:22][CH2:21][O:20][CH2:19][CH2:18]1>>[CH3:1][N:2]([CH3:16])[S:3]([C:6]1[CH:7]=[C:8]2[C:12](=[CH:13][CH:14]=1)[NH:11][C:10](=[O:15])[C:9]2=[CH:35][C:30]1[NH:31][C:32]2[C:28]([CH:29]=1)=[CH:27][C:26]([O:25][CH2:24][CH2:23][N:17]1[CH2:22][CH2:21][O:20][CH2:19][CH2:18]1)=[CH:34][CH:33]=2)(=[O:5])=[O:4]. Reported procedure: 2-Oxo-2,3-dihydro-1H-indole-5-sulfonic acid dimethylamide was condensed with 5-(2-morpholin-4-yl-ethoxy)-1H-indole-2-carbaldehyde to give the title compound. Reactants: [N+](=O)([O-])C1=CC=C(C=C1)OC(=O)N1C(OCC1C1=CC(=C(C=C1)F)F)=O (4-(3,4-difluoro-phenyl)-2-oxo-oxazolidine-3-carboxylic acid 4-nitrophenyl ester), C(C)(C)(C)OC(N(C1CCNCC1)C1CCC(CC1)(C1=CC=CC=C1)C#N)=O ((4-cyano-4-phenyl-cyclohexyl)-piperidin-4-yl-carbamic acid tert-butyl ester), CCCCCC.CCOC(=O)C (Hexane EtOAc). Run in C1CCOC1 (THF). Reaction conditions: temperature 25 celsius, time 12 hour. The product is tert-butyl ester, FC=1C=C(C=CC1F)C1N(C(OC1)=O)C(=O)N1CCC(CC1)NC1CCC(CC1)(C#N)C1=CC=CC=C1 (4-{1-[4-(3,4-Difluoro-phenyl)-2-oxo-oxazolidine-3-carbonyl]-piperidin-4-ylamino}-1-phenyl-cyclohexanecarbonitrile). Reaction SMILES: [N+](C1C=CC(O[C:11]([N:13]2[CH:17]([C:18]3[CH:23]=[CH:22][C:21]([F:24])=[C:20]([F:25])[CH:19]=3)[CH2:16][O:15][C:14]2=[O:26])=[O:12])=CC=1)([O-])=O.C(OC(=O)[N:33]([CH:40]1[CH2:45][CH2:44][C:43]([C:52]#[N:53])([C:46]2[CH:51]=[CH:50][CH:49]=[CH:48][CH:47]=2)[CH2:42][CH2:41]1)[CH:34]1[CH2:39][CH2:38][NH:37][CH2:36][CH2:35]1)(C)(C)C.CCCCCC.CCOC(C)=O>C1COCC1>[F:25][C:20]1[CH:19]=[C:18]([CH:17]2[CH2:16][O:15][C:14](=[O:26])[N:13]2[C:11]([N:37]2[CH2:36][CH2:35][CH:34]([NH:33][CH:40]3[CH2:41][CH2:42][C:43]([C:46]4[CH:47]=[CH:48][CH:49]=[CH:50][CH:51]=4)([C:52]#[N:53])[CH2:44][CH2:45]3)[CH2:39][CH2:38]2)=[O:12])[CH:23]=[CH:22][C:21]=1[F:24] |f:2.3|. Procedure: To a solution of 4-(3,4-difluoro-phenyl)-2-oxo-oxazolidine-3-carboxylic acid 4-nitrophenyl ester (80 mg, 0.21 mmol) in 5 ml of THF was added (4-cyano-4-phenyl-cyclohexyl)-piperidin-4-yl-carbamic acid tert-butyl ester (150 mg, 0.40 mmol) in a portion and the resulting solution was stirred for 12 h at 25° C. Reaction mixture was concentrated in vacuo, yielding a yellow oil, which was subjected to column chromatography (50% Hexane/EtOAc) to provide the tert-butyl ester of the desired product as a c... Reactants: CCBr, O=C([O-])[O-], O=C(O)c1ccc(-c2nc3ccccc3s2)cc1, [K+], [K+], CN(C)C=O, O. The product is CCOC(=O)c1ccc(-c2nc3ccccc3s2)cc1. RXN SMILES: [Br:25][CH2:26][CH3:27].[C:19](=[O:20])([O-:21])[O-:22].[C:1](=[O:2])([OH:3])[c:4]1[cH:5][cH:6][c:7](-[c:10]2[s:11][c:12]3[c:13]([n:14]2)[cH:15][cH:16][cH:17][cH:18]3)[cH:8][cH:9]1.[K+:23].[K+:24].[O:29]=[CH:30][N:31]([CH3:32])[CH3:33].[OH2:28]>>[C:1](=[O:2])([O:3][CH2:26][CH3:27])[c:4]1[cH:5][cH:6][c:7](-[c:10]2[s:11][c:12]3[c:13]([n:14]2)[cH:15][cH:16][cH:17][cH:18]3)[cH:8][cH:9]1. Reactants: CN1CCCC1CCN1CCSc2cc([N+](=O)[O-])ccc21, CO, NN, O. Product: CN1CCCC1CCN1CCSc2cc(N)ccc21. RXN SMILES: [CH3:1][N:2]1[CH:3]([CH2:7][CH2:8][N:9]2[c:10]3[c:11]([cH:15][c:16]([N+:19]([O-:20])=[O:21])[cH:17][cH:18]3)[S:12][CH2:13][CH2:14]2)[CH2:4][CH2:5][CH2:6]1.[CH3:25][OH:26].[NH2:23][NH2:24].[OH2:22]>>[CH3:1][N:2]1[CH:3]([CH2:7][CH2:8][N:9]2[c:10]3[c:11]([cH:15][c:16]([NH2:19])[cH:17][cH:18]3)[S:12][CH2:13][CH2:14]2)[CH2:4][CH2:5][CH2:6]1. Procedure details: Sodium hydrogen sulfide (0.25 g, 3.3 mmol) was added to a solution of 3-(4-chloro-1,2,5-thiadiazol-3-yl)pyridine (0.59 g, 3 mmol) in DMF (20 ml) at room temperature and the reaction mixture was stirred for 30 min. Potassium carbonate (1.24 g, 9 mmol) and 1-bromooctane (0.80 ml, 4.5 mmol) were added and the reaction mixture was stirred for additionally 10 min. Water (50 ml) was added and extracted with ether. The combined ether phases were dried and evaporated to give the title compound. RXN SMILES: [SH2:1].[Na].Cl[C:4]1[C:5]([C:9]2[CH:10]=[N:11][CH:12]=[CH:13][CH:14]=2)=[N:6][S:7][N:8]=1.C(=O)([O-])[O-].[K+].[K+].Br[CH2:22][CH2:23][CH2:24][CH2:25][CH2:26][CH2:27][CH2:28][CH3:29]>CN(C=O)C.O>[CH2:22]([S:1][C:4]1[C:5]([C:9]2[CH:10]=[N:11][CH:12]=[CH:13][CH:14]=2)=[N:6][S:7][N:8]=1)[CH2:23][CH2:24][CH2:25][CH2:26][CH2:27][CH2:28][CH3:29] |f:0.1,3.4.5,^1:1|. The solvent is CN(C)C=O (DMF), O (Water). Yields the product C(CCCCCCC)SC=1C(=NSN1)C=1C=NC=CC1 (3-(4-octylthio-1,2,5-thiadiazol-3-yl)pyridine). Conditions: time 30 minute. Reactants: C([O-])([O-])=O.[K+].[K+] (Potassium carbonate), BrCCCCCCCC (1-bromooctane), S.[Na] (Sodium hydrogen sulfide), ClC=1C(=NSN1)C=1C=NC=CC1 (3-(4-chloro-1,2,5-thiadiazol-3-yl)pyridine). The product is O=C(Cl)c1ccccc1Cl. As a reaction SMILES: [Cl:16].[Cl:1][P:2]([Cl:3])([Cl:4])([Cl:5])[Cl:6].[Cl:7][c:8]1[c:9]([CH:10]=[O:11])[cH:12][cH:13][cH:14][cH:15]1>>[Cl:1][C:10]([c:9]1[c:8]([Cl:7])[cH:15][cH:14][cH:13][cH:12]1)=[O:11]. The reactants are Cl, ClP(Cl)(Cl)(Cl)Cl, O=Cc1ccccc1Cl. The reactants are COCCOCOC1=C(C=C(C=C1C)/C=C/C=C/C(=O)OCC)C (ethyl 5-[4-{(2-methoxyethoxy)methoxy}-3,5-dimethylphenyl]-(2E,4E)-2,4-pentadienoate), [OH-].[Na+] (sodium hydroxide). The solvent is CO (methanol), O (water). The product is COCCOCOC1=C(C=C(C=C1C)/C=C/C=C/C(=O)O)C (5-[4-{(2-methoxyethoxy)methoxy}-3,5-dimethylphenyl]-(2E,4E)-2,4-pentadienoic acid). The yield is 85.4%. As a reaction SMILES: [CH3:1][O:2][CH2:3][CH2:4][O:5][CH2:6][O:7][C:8]1[C:13]([CH3:14])=[CH:12][C:11](/[CH:15]=[CH:16]/[CH:17]=[CH:18]/[C:19]([O:21]CC)=[O:20])=[CH:10][C:9]=1[CH3:24].[OH-].[Na+]>CO.O>[CH3:1][O:2][CH2:3][CH2:4][O:5][CH2:6][O:7][C:8]1[C:9]([CH3:24])=[CH:10][C:11](/[CH:15]=[CH:16]/[CH:17]=[CH:18]/[C:19]([OH:21])=[O:20])=[CH:12][C:13]=1[CH3:14] |f:1.2|. Procedure: To a stirred solution of ethyl 5-[4-{(2-methoxyethoxy)methoxy}-3,5-dimethylphenyl]-(2E,4E)-2,4-pentadienoate (5.28 g) in methanol (55 ml) was added a solution of sodium hydroxide (6.32 g) in water (18 ml) below 20° C. After being stirred for an hour, the reaction mixture was concentrated under reduced pressure. The residue was dissolved in water (200 ml) and adjusted to pH 4 with 10% hydrochloride solution. The resulting precipitate was collected by filtration and washed with water to give yello...